This data is from the Open Reaction Database (ORD), a public repository of structured organic reaction records. The task is: describe an organic reaction: reactants, conditions, products, and yield Starting materials: [BH4-].[Na+] (sodium borohydride), C([O-])([O-])=O.[K+].[K+] (potassium carbonate), COC(CCCCCCCC=1OC(=CC1)C=O)=O (8-(5-formyl-2-furyl)-octanoic acid methyl ester), CO (methanol). Solvent: C(C)O (ethanol), O (water), C(C)O (ethanol). Reaction conditions: temperature 10 celsius, time 1.5 hour. Product: COC(CCCCCCCC=1OC(=CC1)COC(C)=O)=O (8-(5-acetoxymethyl-2-furyl)-octanoic acid methyl ester). As a reaction SMILES: [CH3:1][O:2][C:3](=[O:18])[CH2:4][CH2:5][CH2:6][CH2:7][CH2:8][CH2:9][CH2:10][C:11]1[O:12][C:13]([CH:16]=[O:17])=[CH:14][CH:15]=1.[BH4-].[Na+].[CH3:21]O.[C:23](=[O:26])([O-])[O-].[K+].[K+]>C(O)C.O>[CH3:1][O:2][C:3](=[O:18])[CH2:4][CH2:5][CH2:6][CH2:7][CH2:8][CH2:9][CH2:10][C:11]1[O:12][C:13]([CH2:16][O:17][C:23](=[O:26])[CH3:21])=[CH:14][CH:15]=1 |f:1.2,4.5.6|. Procedure details: 8.22 g of 8-(5-formyl-2-furyl)-octanoic acid methyl ester were dissolved in 100 ml of absolute ethanol, whereupon the solution was cooled to 10° C. 5.0 g. of sodium borohydride (98%) in 100 ml of ethanol were added in one portion while stirring. After 1.5 hours, 10 ml of methanol were added and the solution poured into 150 ml of water. 50 g of potassium carbonate were then added, the temperature being kept below 18° C. The solution was then extracted several times with ether while adding further... Reactants: CCCCCC, CO, CSc1nncc(-c2ccccc2)n1, [Na]. The product is COc1nncc(-c2ccccc2)n1. Reaction SMILES: [CH3:18][CH2:19][CH2:20][CH2:21][CH2:22][CH3:23].[CH3:1][OH:2].[CH3:4][S:5][c:6]1[n:7][n:8][cH:9][c:10](-[c:12]2[cH:13][cH:14][cH:15][cH:16][cH:17]2)[n:11]1.[Na:3]>>[CH3:1][O:2][c:6]1[n:7][n:8][cH:9][c:10](-[c:12]2[cH:13][cH:14][cH:15][cH:16][cH:17]2)[n:11]1.